Dataset: the Open Reaction Database (ORD), a public repository of structured organic reaction records. Task: describe an organic reaction: reactants, conditions, products, and yield Reactants: C(C1=CC=CC=C1)OC1=CC=C(C=C1)C(=CC(=O)OCC)C (Ethyl 3-(4-benzyloxyphenyl)but-2-enoate). The reagents and catalysts are [Pd] (palladium-on-carbon). Solvent: C(C)(=O)OCC (ethyl acetate). Yields the product OC1=CC=C(C=C1)C(CC(=O)OCC)C (ethyl 3-(4-hydroxyphenyl)butanoate). Yield: 63.2%. RXN SMILES: C([O:8][C:9]1[CH:14]=[CH:13][C:12]([C:15]([CH3:22])=[CH:16][C:17]([O:19][CH2:20][CH3:21])=[O:18])=[CH:11][CH:10]=1)C1C=CC=CC=1>C(OCC)(=O)C.[Pd]>[OH:8][C:9]1[CH:10]=[CH:11][C:12]([CH:15]([CH3:22])[CH2:16][C:17]([O:19][CH2:20][CH3:21])=[O:18])=[CH:13][CH:14]=1. Procedure details: Ethyl 3-(4-benzyloxyphenyl)but-2-enoate (3.4 g) in ethyl acetate (100 ml) was hydrogenated over a 10% palladium-on-carbon catalyst (250 mg) at atmospheric pressure/ambient temperature. The catalyst was removed by filtration and the filtrate evaporated to give an oil. The oil was purified by chromatography on silica gel using a 4/1 (v/v) mixture of hexane and ethyl acetate as eluent to give ethyl 3-(4-hydroxyphenyl)butanoate (1.51 g) as a pale yellow oil; NMR(CDCl3): 1.20(3H,t), 1.27(3H,d), 2.52(...